From a dataset of the Open Reaction Database (ORD), a public repository of structured organic reaction records. describe an organic reaction: reactants, conditions, products, and yield The reactants are COC(=O)c1ccc(COc2cccnc2)cc1-c1ccccc1, CO, [K+], [OH-], O. Yields the product O=C(O)c1ccc(COc2cccnc2)cc1-c1ccccc1. Reaction SMILES: [CH3:1][O:2][C:3]([c:4]1[c:5](-[c:18]2[cH:19][cH:20][cH:21][cH:22][cH:23]2)[cH:6][c:7]([CH2:10][O:11][c:12]2[cH:13][n:14][cH:15][cH:16][cH:17]2)[cH:8][cH:9]1)=[O:24].[CH3:25][OH:26].[K+:28].[OH-:27].[OH2:29]>>[O:2]=[C:3]([c:4]1[c:5](-[c:18]2[cH:19][cH:20][cH:21][cH:22][cH:23]2)[cH:6][c:7]([CH2:10][O:11][c:12]2[cH:13][n:14][cH:15][cH:16][cH:17]2)[cH:8][cH:9]1)[OH:24].